This data is from the Open Reaction Database (ORD), a public repository of structured organic reaction records. The task is: describe an organic reaction: reactants, conditions, products, and yield Reactants: [C-]#N.[Na+] (Sodium cyanide), C(C)(C)(C)OC(=O)N1CC2=C(CC1)N=C(O2)C=O (5-(tert-butoxycarbonyl)-2-formyl-4,5,6,7-tetrahydrooxazolo[5,4-c]pyridine), CO (methanol). Reagents/catalysts: [O-2].[O-2].[Mn+4] (manganese dioxide). Conditions: time 30 minute. The product is C(C)(C)(C)OC(=O)N1CC2=C(CC1)N=C(O2)C(=O)OC (5-(tert-Butoxycarbonyl)-2-methoxycarbonyl-4,5,6,7-tetrahydrooxazolo[5,4-c]pyridine). RXN SMILES: [C-]#N.[Na+].[C:4]([O:8][C:9]([N:11]1[CH2:16][CH2:15][C:14]2[N:17]=[C:18]([CH:20]=[O:21])[O:19][C:13]=2[CH2:12]1)=[O:10])([CH3:7])([CH3:6])[CH3:5].[CH3:22][OH:23]>[O-2].[O-2].[Mn+4]>[C:4]([O:8][C:9]([N:11]1[CH2:16][CH2:15][C:14]2[N:17]=[C:18]([C:20]([O:23][CH3:22])=[O:21])[O:19][C:13]=2[CH2:12]1)=[O:10])([CH3:7])([CH3:5])[CH3:6] |f:0.1,4.5.6|. Procedure: Sodium cyanide (220 mg) and manganese dioxide (780 mg) were added to a solution of 5-(tert-butoxycarbonyl)-2-formyl-4,5,6,7-tetrahydrooxazolo[5,4-c]pyridine (225 mg) in methanol (9.0 ml) at room temperature. After stirring for 30 minutes, the reaction mixture was filtered through Celite with ethyl acetate. The filtrate was washed with water (50 ml) and saturated saline (50 ml) and dried over anhydrous sodium sulfate. The solvent was then distilled off under reduced pressure, and the residue was ... The reactants are C(C)(C)(C)OC(NC1=C(C=C(C=C1)C#CC1=CC=C(C=C1)Cl)N)=O ([2-amino-4-(4-chloro-phenylethynyl)-phenyl]-carbamic acid tert.-butyl ester), C(=O)(C(F)(F)F)O (TFA), CC1(OC(C=C(O1)C=1C=C(C#N)C=CC1)=O)C (3-(2,2-dimethyl-6-oxo-6H-[1,3]dioxin-4-yl)-benzonitrile), material. The solvent is C(Cl)Cl (CH2Cl2). The product is ClC1=CC=C(C=C1)C#CC1=CC2=C(N=C(CC(N2)=O)C=2C=C(C#N)C=CC2)C=C1 (3-[7-(4-Chloro-phenylethynyl)-4-oxo-4,5-dihydro-3H-benzo[b][1,4]diazepin-2-yl]-benzonitrile). The yield is 47.0%. RXN SMILES: C(OC(=O)[NH:7][C:8]1[CH:13]=[CH:12][C:11]([C:14]#[C:15][C:16]2[CH:21]=[CH:20][C:19]([Cl:22])=[CH:18][CH:17]=2)=[CH:10][C:9]=1[NH2:23])(C)(C)C.CC1(C)O[C:30]([C:32]2[CH:33]=[C:34]([CH:37]=[CH:38][CH:39]=2)[C:35]#[N:36])=[CH:29][C:28](=[O:40])O1.C(O)(C(F)(F)F)=O>C(Cl)Cl>[Cl:22][C:19]1[CH:18]=[CH:17][C:16]([C:15]#[C:14][C:11]2[CH:12]=[CH:13][C:8]3[N:7]=[C:30]([C:32]4[CH:33]=[C:34]([CH:37]=[CH:38][CH:39]=4)[C:35]#[N:36])[CH2:29][C:28](=[O:40])[NH:23][C:9]=3[CH:10]=2)=[CH:21][CH:20]=1. Procedure details: Prepared from [2-amino-4-(4-chloro-phenylethynyl)-phenyl]-carbamic acid tert.-butyl ester (Example G13) (187 mg, 0.5 mmol) and 3-(2,2-dimethyl-6-oxo-6H-[1,3]dioxin-4-yl)-benzonitrile (Example J4) (184 mg, 0.6 mmol) according to the general procedure K. The obtained material (234 mg) was deprotected and cyclized by treatment with TFA in CH2Cl2 according to the general procedure M. Obtained as a light yellow powder (93 mg). MS (EI) 395 (M+) and 397 [(M+2)+]; mp 237–240° C. (dec.).